Dataset: the Open Reaction Database (ORD), a public repository of structured organic reaction records. Task: describe an organic reaction: reactants, conditions, products, and yield Reactants: BrC1=CC=C2C=C(C(=C(C2=C1)C1=CC=C(C=C1)Cl)C(C(=O)OCC)OC(C)(C)C)C (ethyl 2-(7-bromo-1-(4-chlorophenyl)-3-methylnaphthalen-2-yl)-2-tert-butoxyacetate), C(#C)C1=CN=CN1C (5-ethynyl-1-methyl-1H-imidazole). Product: C(C)(C)(C)OC(C(=O)O)C1=C(C2=CC(=CC=C2C=C1C)C#CC1=CN=CN1C)C1=CC=C(C=C1)Cl (2-tert-butoxy-2-(1-(4-chlorophenyl)-3-methyl-7-((1-methyl-1H-imidazol-5-yl)ethynyl)naphthalen-2-yl)acetic acid). RXN SMILES: Br[C:2]1[CH:11]=[C:10]2[C:5]([CH:6]=[C:7]([CH3:30])[C:8]([CH:19]([O:25][C:26]([CH3:29])([CH3:28])[CH3:27])[C:20]([O:22]CC)=[O:21])=[C:9]2[C:12]2[CH:17]=[CH:16][C:15]([Cl:18])=[CH:14][CH:13]=2)=[CH:4][CH:3]=1.[C:31]([C:33]1[N:37]([CH3:38])[CH:36]=[N:35][CH:34]=1)#[CH:32]>>[C:26]([O:25][CH:19]([C:8]1[C:7]([CH3:30])=[CH:6][C:5]2[C:10](=[CH:11][C:2]([C:32]#[C:31][C:33]3[N:37]([CH3:38])[CH:36]=[N:35][CH:34]=3)=[CH:3][CH:4]=2)[C:9]=1[C:12]1[CH:13]=[CH:14][C:15]([Cl:18])=[CH:16][CH:17]=1)[C:20]([OH:22])=[O:21])([CH3:28])([CH3:29])[CH3:27]. Reported procedure: 2-tert-Butoxy-2-(1-(4-chlorophenyl)-3-methyl-7-((1-methyl-1H-imidazol-5-yl)ethynyl)naphthalen-2-yl)acetic acid (81) was prepared by the method of Example 67 from ethyl 2-(7-bromo-1-(4-chlorophenyl)-3-methylnaphthalen-2-yl)-2-tert-butoxyacetate using 5-ethynyl-1-methyl-1H-imidazole. 1H-NMR: 400 MHz, (CD3OD) δ: 8.80 (br s, 1H), 7.87 (d, J=8 Hz, 1H), 7.76 (s, 1H), 7.58 (m, 5H), 7.48 (s, 1H), 7.33 (d, J=8 Hz, 1H), 5.18 (s, 1H), 3.92 (s, 3H), 2.63 (s, 3H), 0.98 (s, 9H). LCMS-ESI+ (m/z): [M+H]+ calcd ... Starting materials: [Al+3], COc1cc(C(=O)O)ccc1C(C)(C)C, C1CCOC1, [H-], [H-], [H-], [H-], [Li+]. The product is COc1cc(CO)ccc1C(C)(C)C. Reaction SMILES: [Al+3:17].[C:1]([CH3:2])([CH3:3])([CH3:4])[c:5]1[c:6]([O:14][CH3:15])[cH:7][c:8]([C:9](=[O:10])[OH:11])[cH:12][cH:13]1.[CH2:22]1[O:23][CH2:24][CH2:25][CH2:26]1.[H-:16].[H-:19].[H-:20].[H-:21].[Li+:18]>>[C:1]([CH3:2])([CH3:3])([CH3:4])[c:5]1[c:6]([O:14][CH3:15])[cH:7][c:8]([CH2:9][OH:10])[cH:12][cH:13]1. Reactants: CC(=O)[O-], CC(=O)[O-], CC(=O)O, CSc1ccc(Cl)c(C(=O)O)c1, [Cu+2], [K+], [K+], CCn1nccc1N, O=C([O-])[O-], CN(C)C=O, O. Product: CCn1nccc1Nc1ccc(SC)cc1C(=O)O. RXN SMILES: [C:32]([O-:33])(=[O:34])[CH3:35].[C:37]([O-:38])(=[O:39])[CH3:40].[CH3:41][C:42](=[O:43])[OH:44].[Cl:1][c:2]1[c:3]([C:4](=[O:5])[OH:6])[cH:7][c:8]([S:11][CH3:12])[cH:9][cH:10]1.[Cu+2:36].[K+:26].[K+:27].[NH2:18][c:19]1[cH:20][cH:21][n:22][n:23]1[CH2:24][CH3:25].[O-:28][C:29]([O-:30])=[O:31].[O:13]=[CH:14][N:15]([CH3:16])[CH3:17].[OH2:45]>>[c:2]1([NH:18][c:19]2[cH:20][cH:21][n:22][n:23]2[CH2:24][CH3:25])[c:3]([C:4](=[O:5])[OH:6])[cH:7][c:8]([S:11][CH3:12])[cH:9][cH:10]1. Starting materials: CC(CCN)C (3-methylbutan-1-amine), N=1C=CN2C1C=CC(=C2)NC(NC2=CC=C(C(=O)O)C=C2)=O (4-(3-imidazo[1,2-a]pyridin-6-ylureido)benzoic acid), [N+](=O)([O-])C1=CC=C(C(=O)O)C=C1 (4-nitrobenzoic acid). Yields the product N=1C=CN2C1C=CC(=C2)NC(=O)NC2=CC=C(C(=O)NCCC1=CC=CC=C1)C=C2 (4-[(imidazo[1,2-a]pyridin-6-ylcarbamoyl)amino]-N-(2-phenylethyl)benzamide). RXN SMILES: [CH3:1][CH:2]([CH3:6])[CH2:3][CH2:4][NH2:5].[N:7]1[CH:8]=[CH:9][N:10]2[CH:15]=[C:14]([NH:16][C:17](=[O:28])[NH:18][C:19]3[CH:27]=[CH:26][C:22]([C:23]([OH:25])=O)=[CH:21][CH:20]=3)[CH:13]=[CH:12][C:11]=12.[N+]([C:32]1[CH:40]=CC(C(O)=O)=C[CH:33]=1)([O-])=O>>[N:7]1[CH:8]=[CH:9][N:10]2[CH:15]=[C:14]([NH:16][C:17]([NH:18][C:19]3[CH:20]=[CH:21][C:22]([C:23]([NH:5][CH2:4][CH2:3][C:2]4[CH:6]=[CH:40][CH:32]=[CH:33][CH:1]=4)=[O:25])=[CH:26][CH:27]=3)=[O:28])[CH:13]=[CH:12][C:11]=12. Procedure: The title compound was prepared as described in Example 1A, substituting 2-phenylethanamine for 3-methylbutan-1-amine and 4-(3-imidazo[1,2-a]pyridin-6-ylureido)benzoic acid for 4-nitrobenzoic acid. 1H NMR (500 MHz, DMSO-d6/D2O, Temp=90° C.) δ ppm 9.33 (dd, J=1.9, 0.8 Hz, 1H), 8.32 (d, J=1.8 Hz, 1H), 8.05 (d, J=2.0 Hz, 1H), 7.90 (d, J=9.7 Hz, 1H), 7.85-7.74 (m, 3H), 7.61-7.51 (m, 2H), 7.35-7.20 (m, 5H), 3.49 (dd, J=8.1, 6.9 Hz, 2H), 2.94-2.79 (m, 2H); MS (ESI(+)) m/e 400 (M+H)+. The reactants are C1(=CC=CC=C1)C(C1=CC=CC=C1)C1=CC=CC=C1 (triphenylmethane), C(C)(C)(C)N(NC(C1=C(C(=CC=C1)OC)CC)=O)C(=O)C1=CC2=C(N=CN2C(C2=CC=CC=C2)(C2=CC=CC=C2)C2=CC=CC=C2)C=C1 (3-trityl-3H-benzoimidazole-5-carboxylic acid N-tert-butyl-N′-(2-ethyl-3-methoxy-benzoyl)-hydrazide), [OH-].[K+].O (KOH H2O). Reagents/catalysts: glacial acid, [Pd] (Pd/C). Solvent: CO (CH3OH). Run at time 6 hour. The product is C(C)(C)(C)N(NC(C1=C(C(=CC=C1)OC)CC)=O)C(=O)C1=CC2=C(N=CN2)C=C1 (3H-benzoimidazole-5-carboxylic acid N-tert-butyl-N′-(2-ethyl-3-methoxy-benzoyl)-hydrazide). RXN SMILES: [C:1]([N:5]([C:19]([C:21]1[CH:48]=[CH:47][C:24]2[N:25]=[CH:26][N:27](C(C3C=CC=CC=3)(C3C=CC=CC=3)C3C=CC=CC=3)[C:23]=2[CH:22]=1)=[O:20])[NH:6][C:7](=[O:18])[C:8]1[CH:13]=[CH:12][CH:11]=[C:10]([O:14][CH3:15])[C:9]=1[CH2:16][CH3:17])([CH3:4])([CH3:3])[CH3:2].C1(C(C2C=CC=CC=2)C2C=CC=CC=2)C=CC=CC=1.[OH-].[K+].O>CO.[Pd]>[C:1]([N:5]([C:19]([C:21]1[CH:48]=[CH:47][C:24]2[N:25]=[CH:26][NH:27][C:23]=2[CH:22]=1)=[O:20])[NH:6][C:7](=[O:18])[C:8]1[CH:13]=[CH:12][CH:11]=[C:10]([O:14][CH3:15])[C:9]=1[CH2:16][CH3:17])([CH3:2])([CH3:3])[CH3:4] |f:2.3.4|. Procedure: About 120 mg of 3-trityl-3H-benzoimidazole-5-carboxylic acid N-tert-butyl-N′-(2-ethyl-3-methoxy-benzoyl)-hydrazide were dissolved in 35 mL of CH3OH and added into a hydrogenation bottle, together with 2 drops of glacial acid and 0.20 g Pd/C. Hydrogenation was conducted by shaking the bottle for 6 hours and then remaining under H2 pressure for 16 hours. The Pd/C was removed by filtration and the methanol removed by an evaporator. The residue was stirred with CH2Cl2 and the CH2Cl2 was decanted. Ev... The reactants are C(C1=CC=CC=C1)N1C(=CC2=CC(=CC=C12)C1=CC=C(C=C1)OC(F)(F)F)C(=O)OCC (Ethyl 1-benzyl-5-[4-(trifluoromethoxy)phenyl]-1H-indole-2-carboxylate), [H-].[Al+3].[Li+].[H-].[H-].[H-] (lithium aluminum hydride). Product: C(C1=CC=CC=C1)N1C(=CC2=CC(=CC=C12)C1=CC=C(C=C1)OC(F)(F)F)CO ({1-benzyl-5-[4-(trifluoromethoxy)phenyl]-1H-indol-2-yl}methanol). As a reaction SMILES: [CH2:1]([N:8]1[C:16]2[C:11](=[CH:12][C:13]([C:17]3[CH:22]=[CH:21][C:20]([O:23][C:24]([F:27])([F:26])[F:25])=[CH:19][CH:18]=3)=[CH:14][CH:15]=2)[CH:10]=[C:9]1[C:28](OCC)=[O:29])[C:2]1[CH:7]=[CH:6][CH:5]=[CH:4][CH:3]=1.[H-].[Al+3].[Li+].[H-].[H-].[H-]>>[CH2:1]([N:8]1[C:16]2[C:11](=[CH:12][C:13]([C:17]3[CH:22]=[CH:21][C:20]([O:23][C:24]([F:27])([F:25])[F:26])=[CH:19][CH:18]=3)=[CH:14][CH:15]=2)[CH:10]=[C:9]1[CH2:28][OH:29])[C:2]1[CH:3]=[CH:4][CH:5]=[CH:6][CH:7]=1 |f:1.2.3.4.5.6|. Procedure: The title compound was prepared from Ethyl 1-benzyl-5-[4-(trifluoromethoxy)phenyl]-1H-indole-2-carboxylate (Step 2 of Example 25) and lithium aluminum hydride in substantially the same manner, as described in Step 1 of Example 21. The product was obtained as a white solid, mp: 108-109° C. Mass spectrum (ESI, [M+H]+) m/z 398. 1HNMR (400 MHz, DMSO-d6): δ 7.82 (s, 1H), 7.76 (d, 2H, J=8.86 Hz), 7.42-7.36 (m, 4H), 7.29 (d, 1H, J=7.03 Hz), 7.27 (d, 1H, J=7.63 Hz), 7.23-7.20 (m, 1H), 7.06 (d, 2H, J=7.0... The reactants are C1=C(N2CCOCC2)CCCC1, [O-]P(Oc1ccccc1)Oc1ccccc1. The product is O=P(Oc1ccccc1)(Oc1ccccc1)C1(N2CCOCC2)CCCCC1. As a reaction SMILES: [O:1]1[CH2:2][CH2:3][N:4]([C:7]2=[CH:8][CH2:9][CH2:10][CH2:11][CH2:12]2)[CH2:5][CH2:6]1.[P:13]([O:14][c:15]1[cH:16][cH:17][cH:18][cH:19][cH:20]1)([O:21][c:22]1[cH:23][cH:24][cH:25][cH:26][cH:27]1)[O-:28]>>[O:1]1[CH2:2][CH2:3][N:4]([C:7]2([P:13]([O:14][c:15]3[cH:16][cH:17][cH:18][cH:19][cH:20]3)([O:21][c:22]3[cH:23][cH:24][cH:25][cH:26][cH:27]3)=[O:28])[CH2:8][CH2:9][CH2:10][CH2:11][CH2:12]2)[CH2:5][CH2:6]1.